The task is: describe an organic reaction: reactants, conditions, products, and yield. This data is from the Open Reaction Database (ORD), a public repository of structured organic reaction records. The reactants are COc1ccccc1C1CCCCC1CC(=O)O, CCOC(C)=O, O=C(Cl)C(=O)Cl, ClCCl, CN(C)C=O. The product is COc1cccc2c1C1CCCCC1CC2=O. RXN SMILES: [CH3:1][O:2][c:3]1[c:4]([CH:9]2[CH:10]([CH2:15][C:16](=[O:17])[OH:18])[CH2:11][CH2:12][CH2:13][CH2:14]2)[cH:5][cH:6][cH:7][cH:8]1.[CH3:33][CH2:34][O:35][C:36](=[O:37])[CH3:38].[Cl:19][C:20]([C:21]([Cl:22])=[O:23])=[O:24].[Cl:25][CH2:26][Cl:27].[O:28]=[CH:29][N:30]([CH3:31])[CH3:32]>>[CH3:1][O:2][c:3]1[c:4]2[c:5]([cH:6][cH:7][cH:8]1)[C:16](=[O:18])[CH2:15][CH:10]1[CH:9]2[CH2:14][CH2:13][CH2:12][CH2:11]1. Reactants: CN(C)CC(=O)O, CCN(C(C)C)C(C)C, Nc1ncnn2c(CC3CNC3)cc(-c3ccc4cn(Cc5ccccc5)nc4c3)c12, CN(C)C=O, On1nnc2ccccc21. The product is CN(C)CC(=O)N1CC(Cc2cc(-c3ccc4cn(Cc5ccccc5)nc4c3)c3c(N)ncnn23)C1. As a reaction SMILES: [CH3:32][N:33]([CH3:34])[CH2:35][C:36]([OH:37])=[O:38].[CH:49]([N:50]([CH2:51][CH3:52])[CH:53]([CH3:54])[CH3:55])([CH3:56])[CH3:57].[NH:1]1[CH2:2][CH:3]([CH2:5][c:6]2[cH:7][c:8](-[c:16]3[cH:17][cH:18][c:19]4[cH:20][n:21]([CH2:25][c:26]5[cH:27][cH:28][cH:29][cH:30][cH:31]5)[n:22][c:23]4[cH:24]3)[c:9]3[c:10]([NH2:15])[n:11][cH:12][n:13][n:14]23)[CH2:4]1.[O:58]=[CH:59][N:60]([CH3:61])[CH3:62].[OH:39][n:40]1[c:41]2[c:42]([cH:43][cH:44][cH:45][cH:46]2)[n:47][n:48]1>>[N:1]1([C:36]([CH2:35][N:33]([CH3:32])[CH3:34])=[O:37])[CH2:2][CH:3]([CH2:5][c:6]2[cH:7][c:8](-[c:16]3[cH:17][cH:18][c:19]4[cH:20][n:21]([CH2:25][c:26]5[cH:27][cH:28][cH:29][cH:30][cH:31]5)[n:22][c:23]4[cH:24]3)[c:9]3[c:10]([NH2:15])[n:11][cH:12][n:13][n:14]23)[CH2:4]1. Starting materials: N(=NC(=O)OCC)C(=O)OCC (diethyl azodicarboxylate), ClC1=NC(=C2NC=NC2=N1)Cl (2,6-dichloropurine), C1(CCCC1)O (cyclopentanol), C1(=CC=CC=C1)P(C1=CC=CC=C1)C1=CC=CC=C1 (triphenyl phosphine). The solvent is C1CCOC1 (THF). Reaction conditions: temperature 0 celsius, time 60 hour. The product is ClC1=NC(=C2N=CN(C2=N1)C1CCCC1)Cl (2,6-dichloro-9-cyclopentyl-9H-purine). RXN SMILES: [Cl:1][C:2]1[N:10]=[C:9]2[C:5]([NH:6][CH:7]=[N:8]2)=[C:4]([Cl:11])[N:3]=1.[CH:12]1(O)[CH2:16][CH2:15][CH2:14][CH2:13]1.C1(P(C2C=CC=CC=2)C2C=CC=CC=2)C=CC=CC=1.N(C(OCC)=O)=NC(OCC)=O>C1COCC1>[Cl:1][C:2]1[N:10]=[C:9]2[C:5]([N:6]=[CH:7][N:8]2[CH:12]2[CH2:16][CH2:15][CH2:14][CH2:13]2)=[C:4]([Cl:11])[N:3]=1. Procedure: Dissolve 2,6-dichloropurine (1, 680 mg, 3.60 mmol), cyclopentanol (2a, 260 mg, 3.02 mmol), and triphenyl phosphine (950 mg, 3.60 mmol) in dry THF (20 mL) and cool to 0° C. Add diethyl azodicarboxylate (DEAD, 570 μL, 3.60 mmol) dropwise over a period of 15 minutes under a nitrogen atmosphere. Stir the resulting solution for 60 hours at room temperature. Evaporate the solvent in vacuo, charge directly onto a 500 g silica gel column, and elute with DCM and concentrate the desired fractions to give ... Starting materials: O (water), OCC1CC(N(O1)C)(CN1C=NC=C1)C1=CC=C(C=C1)Cl (5-(Hydroxymethyl)-3-(4-chlorophenyl)-3-(1H-imidazol-1-ylmethyl)-2-methylisoxazolidine), [H-].[Na+] (sodium hydride), CI (methyl iodide). Procedure details: 5-(Hydroxymethyl)-3-(4-chlorophenyl)-3-(1H-imidazol-1-ylmethyl)-2-methylisoxazolidine (3: R1 =4-Cl, R2 =H) 2.50 g, 8 mmol) is added to a suspension of 1.32 g (24 mmol) of 50% by weight sodium hydride in 50 ml anhydrous tetrahydrofuran, at 0° C. under a nitrogen atmosphere. After stirring for 1 hour at 0° C., 1.28 g (9 mmol) of methyl iodide is added and the resulting suspension is heated to reflux and stirred for 20 hours. Upon cooling to room temperature, the reaction mixture is poured into 100... Product: COCC1CC(N(O1)C)(CN1C=NC=C1)C1=CC=C(C=C1)Cl (5-(Methoxymethyl)-3-(4-chlorophenyl)-3-(1H-imidazol-1-yl-methyl)-2-methylisoxazolidine). Solvent: O1CCCC1 (tetrahydrofuran). Run at temperature 0 celsius, time 1 hour. RXN SMILES: [OH:1][CH2:2][CH:3]1[O:7][N:6]([CH3:8])[C:5]([C:15]2[CH:20]=[CH:19][C:18]([Cl:21])=[CH:17][CH:16]=2)([CH2:9][N:10]2[CH:14]=[CH:13][N:12]=[CH:11]2)[CH2:4]1.[H-].[Na+].[CH3:24]I.O>O1CCCC1>[CH3:24][O:1][CH2:2][CH:3]1[O:7][N:6]([CH3:8])[C:5]([C:15]2[CH:16]=[CH:17][C:18]([Cl:21])=[CH:19][CH:20]=2)([CH2:9][N:10]2[CH:14]=[CH:13][N:12]=[CH:11]2)[CH2:4]1 |f:1.2|.